Dataset: the Open Reaction Database (ORD), a public repository of structured organic reaction records. Task: describe an organic reaction: reactants, conditions, products, and yield The reactants are Brc1cnc2cnccn12, C#C[Si](C)(C)C, CCN(C(C)C)C(C)C, [Cu]I, N#N, CN(C)C=O, c1ccc(P(c2ccccc2)(c2ccccc2)[Pd](P(c2ccccc2)(c2ccccc2)c2ccccc2)(P(c2ccccc2)(c2ccccc2)c2ccccc2)P(c2ccccc2)(c2ccccc2)c2ccccc2)cc1. Product: C[Si](C)(C)C#Cc1cnc2cnccn12. RXN SMILES: [Br:1][c:2]1[cH:3][n:4][c:5]2[n:6]1[cH:7][cH:8][n:9][cH:10]2.[C:11](#[CH:12])[Si:13]([CH3:14])([CH3:15])[CH3:16].[CH:17]([N:18]([CH:19]([CH3:20])[CH3:21])[CH2:22][CH3:23])([CH3:24])[CH3:25].[Cu:110][I:111].[N:26]#[N:27].[O:28]=[CH:29][N:30]([CH3:31])[CH3:32].[cH:33]1[cH:34][cH:35][c:36]([P:37]([Pd:38]([P:39]([c:40]2[cH:41][cH:42][cH:43][cH:44][cH:45]2)([c:46]2[cH:47][cH:48][cH:49][cH:50][cH:51]2)[c:52]2[cH:53][cH:54][cH:55][cH:56][cH:57]2)([P:58]([c:59]2[cH:60][cH:61][cH:62][cH:63][cH:64]2)([c:65]2[cH:66][cH:67][cH:68][cH:69][cH:70]2)[c:71]2[cH:72][cH:73][cH:74][cH:75][cH:76]2)[P:77]([c:78]2[cH:79][cH:80][cH:81][cH:82][cH:83]2)([c:84]2[cH:85][cH:86][cH:87][cH:88][cH:89]2)[c:90]2[cH:91][cH:92][cH:93][cH:94][cH:95]2)([c:96]2[cH:97][cH:98][cH:99][cH:100][cH:101]2)[c:102]2[cH:103][cH:104][cH:105][cH:106][cH:107]2)[cH:108][cH:109]1>>[c:2]1([C:12]#[C:11][Si:13]([CH3:14])([CH3:15])[CH3:16])[cH:3][n:4][c:5]2[n:6]1[cH:7][cH:8][n:9][cH:10]2. Run at time 10 minute. Reported procedure: 3-Phenoxyphenol (3 g, 16.1 mmol) was added to a solution of potassium t-butoxide (1.90 g of 90%, 16.6 mmol) in 50 mL of dry tetrahydrofuran at room temperature after which the reaction was stirred at room temperature for 10 min. Then, 2-chloro-3-nitropyridine (2.56 g, 16.1 mmol) was added. The reaction mixture was stirred at room temperature for 16 h. The reaction mixture was concentrated under reduced pressure. The residue was diluted with water, extracted twice with methylene chloride and drie... The product is [N+](=O)([O-])C=1C(=NC=CC1)OC1=CC(=CC=C1)OC1=CC=CC=C1 (3-nitro-2-(3-phenoxyphenoxy)pyridine). Reaction SMILES: [O:1]([C:8]1[CH:9]=[C:10]([OH:14])[CH:11]=[CH:12][CH:13]=1)[C:2]1[CH:7]=[CH:6][CH:5]=[CH:4][CH:3]=1.CC(C)([O-])C.[K+].Cl[C:22]1[C:27]([N+:28]([O-:30])=[O:29])=[CH:26][CH:25]=[CH:24][N:23]=1>O1CCCC1>[N+:28]([C:27]1[C:22]([O:14][C:10]2[CH:11]=[CH:12][CH:13]=[C:8]([O:1][C:2]3[CH:3]=[CH:4][CH:5]=[CH:6][CH:7]=3)[CH:9]=2)=[N:23][CH:24]=[CH:25][CH:26]=1)([O-:30])=[O:29] |f:1.2|. Solvent: O1CCCC1 (tetrahydrofuran). Reactants: O(C1=CC=CC=C1)C=1C=C(C=CC1)O (3-Phenoxyphenol), CC(C)([O-])C.[K+] (potassium t-butoxide), ClC1=NC=CC=C1[N+](=O)[O-] (2-chloro-3-nitropyridine). Reactants: BrC1=CC(=C(O[C@@H](C(=O)OC)CC2=CC=CC=C2)C(=C1)Cl)Cl (methyl (2R)-2-(4-bromo-2,6-dichlorophenoxy)-3-phenylpropanoate), C1=CC=C(C=2OC3=C(C21)C=CC=C3)B(O)O (dibenzo(b,d)furan-4-ylboronic acid), C(=O)([O-])[O-].[Na+].[Na+] (Na2CO3). The reagents and catalysts are C=1C=CC(=CC1)[P](C=2C=CC=CC2)(C=3C=CC=CC3)[Pd]([P](C=4C=CC=CC4)(C=5C=CC=CC5)C=6C=CC=CC6)([P](C=7C=CC=CC7)(C=8C=CC=CC8)C=9C=CC=CC9)[P](C=1C=CC=CC1)(C=1C=CC=CC1)C=1C=CC=CC1 (Pd(PPh3)4). Solvent: C1(=CC=CC=C1)C (toluene). Run at time 18 hour. Yields the product ClC1=C(O[C@@H](C(=O)OC)CC2=CC=CC=C2)C(=CC(=C1)C1=CC=CC2=C1OC1=C2C=CC=C1)Cl (methyl (2R)-2-(2,6-dichloro-4-dibenzo(b,d)furan-4-ylphenoxy)-3-phenylpropanoate). Isolated yield 91.3%. Reaction SMILES: Br[C:2]1[CH:20]=[C:19]([Cl:21])[C:5]([O:6][C@H:7]([CH2:12][C:13]2[CH:18]=[CH:17][CH:16]=[CH:15][CH:14]=2)[C:8]([O:10][CH3:11])=[O:9])=[C:4]([Cl:22])[CH:3]=1.[CH:23]1[C:31]2[C:30]3[CH:32]=[CH:33][CH:34]=[CH:35][C:29]=3[O:28][C:27]=2[C:26](B(O)O)=[CH:25][CH:24]=1.C([O-])([O-])=O.[Na+].[Na+]>C1(C)C=CC=CC=1.C1C=CC([P]([Pd]([P](C2C=CC=CC=2)(C2C=CC=CC=2)C2C=CC=CC=2)([P](C2C=CC=CC=2)(C2C=CC=CC=2)C2C=CC=CC=2)[P](C2C=CC=CC=2)(C2C=CC=CC=2)C2C=CC=CC=2)(C2C=CC=CC=2)C2C=CC=CC=2)=CC=1>[Cl:21][C:19]1[CH:20]=[C:2]([C:35]2[C:29]3[O:28][C:27]4[CH:26]=[CH:25][CH:24]=[CH:23][C:31]=4[C:30]=3[CH:32]=[CH:33][CH:34]=2)[CH:3]=[C:4]([Cl:22])[C:5]=1[O:6][C@H:7]([CH2:12][C:13]1[CH:18]=[CH:17][CH:16]=[CH:15][CH:14]=1)[C:8]([O:10][CH3:11])=[O:9] |f:2.3.4,^1:55,57,76,95|. Procedure details: A mixture of Example 1A (944 mg, 2.34 mmol), dibenzo(b,d)furan-4-ylboronic acid (619 mg, 2.92 mmol), Pd(PPh3)4 (216 mg, 0.187 mmol), and 2M Na2CO3 (5 mL, 10 mmol) in toluene (10 mL) was heated to 78° C., stirred for 18 hours, cooled to room temperature, and concentrated. The concentrate was purified by flash column chromatography on silica gel with 10% ethyl acetate/hexanes to provide 1.05 g (91%) of the desired product.